This data is from the Open Reaction Database (ORD), a public repository of structured organic reaction records. The task is: describe an organic reaction: reactants, conditions, products, and yield Reactants: C(C)(C)(C)OC(=O)N1CCC(=CC1)C1=CC=C(C2=C1C=CO2)F (4-(7-fluoro-benzofuran-4-yl)-3,6-dihydro-2H-pyridine-1-carboxylic acid tert-butyl ester), Cl (hydrochloric acid). Run in ClCCl (dichloromethane). Reaction conditions: time 1.5 hour. Product: Cl.FC1=CC=C(C=2C=COC21)C=2CCNCC2 (4-(7-fluoro-benzofuran-4-yl)-1,2,3,6-tetrahydro-pyridine hydrochloride). Yield: 90.2%. As a reaction SMILES: C(OC([N:8]1[CH2:13][CH:12]=[C:11]([C:14]2[C:19]3[CH:20]=[CH:21][O:22][C:18]=3[C:17]([F:23])=[CH:16][CH:15]=2)[CH2:10][CH2:9]1)=O)(C)(C)C.[ClH:24]>ClCCl>[ClH:24].[F:23][C:17]1[C:18]2[O:22][CH:21]=[CH:20][C:19]=2[C:14]([C:11]2[CH2:12][CH2:13][NH:8][CH2:9][CH:10]=2)=[CH:15][CH:16]=1 |f:3.4|. Procedure: To a stirred solution of 4-(7-fluoro-benzofuran-4-yl)-3,6-dihydro-2H-pyridine-1-carboxylic acid tert-butyl ester (0.97 g, 3.06 mmol) in dichloromethane (23 ml) was added at room temperature hydrochloric acid solution (4M in dioxane, 11.5 ml, 45.8 mmol) and the reaction mixture was allowed to stir for 1.5 h. The reaction mixture was evaporated, the residue triturated with diethyl ether (50 ml) and MeOH (1 ml), the precipitate was collected by filtration, washed with diethyl ether and dried to yie... Starting materials: O.NN (hydrazine monohydrate), BrC1=CC=C(O1)C(=O)O (5-bromo-furan-2-carboxylic acid), S(=O)(Cl)Cl (thionylchloride), BrC1=CC=C(O1)C(=O)Cl (5-bromo-furan-2-carbonyl chloride). Solvent: O (Water). Run at temperature 70 celsius, time 8 hour. The product is BrC1=CC=C(O1)C(=O)NN (5-Bromo-furan-2-carboxylic Acid Hydrazide). RXN SMILES: [Br:1][C:2]1[O:6][C:5]([C:7]([OH:9])=O)=[CH:4][CH:3]=1.S(Cl)(Cl)=O.BrC1OC(C(Cl)=O)=CC=1.O.[NH2:24][NH2:25]>O>[Br:1][C:2]1[O:6][C:5]([C:7]([NH:24][NH2:25])=[O:9])=[CH:4][CH:3]=1 |f:3.4|. Reported procedure: A mixture of 5-bromo-furan-2-carboxylic acid (38.2 g, 200 mmol) and thionylchloride (163.1 g, 1.37 mol) was stirred at 70° C. overnight. The mixture of 5-bromo-furan-2-carbonyl chloride was evaporated, solved in tetrahydrofuran (10 ml) and added to a mixture of hydrazine monohydrate (120.1 g, 2.4 mol), followed by stirring for 0.5 hours at <5° C. Water (50 ml) was added followed by filtration. The crystalline product was recrystallized from ethanol (125 ml, 96%). Yield 21.2 g (52%). The reactants are NN1C(C2=CC=CC=C2C(=N1)C1=CC=C(C=C1)Cl)=O (2-amino-4-(4-chlorophenyl)phthalazin-1(2H)-one), C1=C(C=CC2=CC=CC=C12)CC(=O)O (2-(2-naphthyl)acetic acid). Product: ClC1=CC=C(C=C1)C1=NN(C(C2=CC=CC=C12)=O)NC(CC1=CC2=CC=CC=C2C=C1)=O (N-[4-(4-chlorophenyl)-1-oxophthalazin-2(1H)-yl]-2-(2-naphthyl)acetamide). As a reaction SMILES: [NH2:1][N:2]1[N:11]=[C:10]([C:12]2[CH:17]=[CH:16][C:15]([Cl:18])=[CH:14][CH:13]=2)[C:9]2[C:4](=[CH:5][CH:6]=[CH:7][CH:8]=2)[C:3]1=[O:19].[CH:20]1[C:29]2[C:24](=[CH:25][CH:26]=[CH:27][CH:28]=2)[CH:23]=[CH:22][C:21]=1[CH2:30][C:31](O)=[O:32]>>[Cl:18][C:15]1[CH:16]=[CH:17][C:12]([C:10]2[C:9]3[C:4](=[CH:5][CH:6]=[CH:7][CH:8]=3)[C:3](=[O:19])[N:2]([NH:1][C:31](=[O:32])[CH2:30][C:21]3[CH:22]=[CH:23][C:24]4[C:29](=[CH:28][CH:27]=[CH:26][CH:25]=4)[CH:20]=3)[N:11]=2)=[CH:13][CH:14]=1. Procedure details: The product from Example 86A and 2-(2-naphthyl)acetic acid were treated using a method similar to that described in Example 57 to give the title compound. 1H NMR (500 MHz, DMSO-d6/Deuterium Oxide) δ ppm 8.41-8.43 (m, 1H), 7.96-8.04 (m, 2H), 7.86-7.94 (m, 4H), 7.72-7.75 (m, 1H), 7.61-7.66 (m, 4H), 7.50-7.57 (m, 3H), 3.88 (s, 2H); MS (APCI+) M/Z 440 (M+H)+. Starting materials: C(C)(=O)OC(C)=O (acetic anhydride), C(C)(=O)NC1=NC(=CC=C1)C (2-acetamido-6-methylpyridine), C(C1=CC=CC=C1)OC=1C=C(C=O)C=CC1[N+](=O)[O-] (3-benzyloxy-4-nitrobenzaldehyde). Run in C(Cl)(Cl)Cl (chloroform). Reaction conditions: temperature 180 celsius. The product is C(C)(=O)NC1=NC(=CC=C1)C=CC1=CC(=C(C=C1)[N+](=O)[O-])OCC1=CC=CC=C1 (2-acetamido-6-[2-(3-benzyloxy-4-nitrophenyl)vinyl]pyridine). Yield: 23.1%. As a reaction SMILES: C(OC(=O)C)(=O)C.[C:8]([NH:11][C:12]1[CH:17]=[CH:16][CH:15]=[C:14]([CH3:18])[N:13]=1)(=[O:10])[CH3:9].[CH2:19]([O:26][C:27]1[CH:28]=[C:29]([CH:32]=[CH:33][C:34]=1[N+:35]([O-:37])=[O:36])[CH:30]=O)[C:20]1[CH:25]=[CH:24][CH:23]=[CH:22][CH:21]=1>C(Cl)(Cl)Cl>[C:8]([NH:11][C:12]1[CH:17]=[CH:16][CH:15]=[C:14]([CH:18]=[CH:30][C:29]2[CH:32]=[CH:33][C:34]([N+:35]([O-:37])=[O:36])=[C:27]([O:26][CH2:19][C:20]3[CH:25]=[CH:24][CH:23]=[CH:22][CH:21]=3)[CH:28]=2)[N:13]=1)(=[O:10])[CH3:9]. Procedure: A mixture of acetic anhydride (6 ml), 2-acetamido-6-methylpyridine (8.00 g) and 3-benzyloxy-4-nitrobenzaldehyde (13.7 g), was heated at 180° C. for 22 hours with stirring. After cooling, the reaction mixture was dissolved in chloroform (150 ml). The solution was washed with aqueous potassium carbonate, dried over magnesium sulfate and evaporated in vacuo. The residue was chromatographed on silica gel (640 g) by eluting with chloroform and washed with a mixture of ethyl acetate and diisopropyl et... The reactants are C(C)(C)(C)C=1C=C2C=NN(C(C2=C(C1)F)=O)C1=C(C=O)C(=CC(=C1)F)C1=CN(C(C(=C1)NC1=NC=C(C=C1)N1[C@H](CN([C@@H](C1)C)C1COC1)C)=O)C (2-(6-tert-Butyl-8-fluoro-1-oxophthalazin-2(1H)-yl)-6-(5-(5-((2S,5R)-2,5-dimethyl-4-(oxetan-3-yl)piperazin-1-yl)pyridin-2-ylamino)-1-methyl-6-oxo-1,6-dihydropyridin-3-yl)-4-fluorobenzaldehyde), [BH4-].[Na+] (sodium borohydride). Solvent: CO (methanol). Run at time 60 minute. Yields the product C(C)(C)(C)C=1C=C2C=NN(C(C2=C(C1)F)=O)C1=C(C(=CC(=C1)F)C1=CN(C(C(=C1)NC1=NC=C(C=C1)N1[C@H](CN([C@@H](C1)C)C1COC1)C)=O)C)CO (6-tert-Butyl-2-(3-(5-(5-((2S,5R)-2,5-dimethyl-4-(oxetan-3-yl)piperazin-1-yl)pyridin-2-ylamino)-1-methyl-6-oxo-1,6-dihydropyridin-3-yl)-5-fluoro-2-(hydroxymethyl)phenyl)-8-fluorophthalazin-1(2H)-one). Yield: 22.2%. RXN SMILES: [C:1]([C:5]1[CH:6]=[C:7]2[C:12](=[C:13]([F:15])[CH:14]=1)[C:11](=[O:16])[N:10]([C:17]1[CH:24]=[C:23]([F:25])[CH:22]=[C:21]([C:26]3[CH:31]=[C:30]([NH:32][C:33]4[CH:38]=[CH:37][C:36]([N:39]5[CH2:44][C@@H:43]([CH3:45])[N:42]([CH:46]6[CH2:49][O:48][CH2:47]6)[CH2:41][C@@H:40]5[CH3:50])=[CH:35][N:34]=4)[C:29](=[O:51])[N:28]([CH3:52])[CH:27]=3)[C:18]=1[CH:19]=[O:20])[N:9]=[CH:8]2)([CH3:4])([CH3:3])[CH3:2].[BH4-].[Na+]>CO>[C:1]([C:5]1[CH:6]=[C:7]2[C:12](=[C:13]([F:15])[CH:14]=1)[C:11](=[O:16])[N:10]([C:17]1[CH:24]=[C:23]([F:25])[CH:22]=[C:21]([C:26]3[CH:31]=[C:30]([NH:32][C:33]4[CH:38]=[CH:37][C:36]([N:39]5[CH2:44][C@@H:43]([CH3:45])[N:42]([CH:46]6[CH2:49][O:48][CH2:47]6)[CH2:41][C@@H:40]5[CH3:50])=[CH:35][N:34]=4)[C:29](=[O:51])[N:28]([CH3:52])[CH:27]=3)[C:18]=1[CH2:19][OH:20])[N:9]=[CH:8]2)([CH3:3])([CH3:4])[CH3:2] |f:1.2|. Reported procedure: At 0° C., to a solution of 2-(6-tert-butyl-8-fluoro-1-oxophthalazin-2(1H)-yl)-6-(5-(5-((2S,5R)-2,5-dimethyl-4-(oxetan-3-yl)piperazin-1-yl)pyridin-2-ylamino)-1-methyl-6-oxo-1,6-dihydropyridin-3-yl)-4-fluorobenzaldehyde 108a (54 mg, 0.076 mmol) in methanol (5 mL) was added sodium borohydride (9.0 mg, 0.23 mmol). The mixture was stirred for 60 minutes. It was then quenched with water (1.0 mL) and concentrated under reduced pressure. The residue was purified by reverse-phase prep-HPLC to afford 108 ... Starting materials: COC(\C=C\C=1C=C2C(CC3(CN(CC3)C(C)=O)OC2=CC1)=O)=O ((±)-(E)-3-[1′-Acetyl-4-oxo-spiro(chromane-2,3′-pyrrolidine)-6-yl]-acrylic acid methyl ester), Cl (HCl). Solvent: CC(=O)O (AcOH). Yields the product C(C)(=O)N1CC2(CC1)OC1=CC=C(C=C1C(C2)=O)/C=C/C(=O)O ((±)-(E)-3-[1′acetyl-4-oxo-spiro(chromane-2,3′-pyrrolidine)-6-yl]-acrylic acid). The yield is 58.9%. RXN SMILES: C[O:2][C:3](=[O:24])/[CH:4]=[CH:5]/[C:6]1[CH:7]=[C:8]2[C:20](=[CH:21][CH:22]=1)[O:19][C:11]1([CH2:15][CH2:14][N:13]([C:16](=[O:18])[CH3:17])[CH2:12]1)[CH2:10][C:9]2=[O:23].Cl>CC(O)=O>[C:16]([N:13]1[CH2:14][CH2:15][C:11]2([CH2:10][C:9](=[O:23])[C:8]3[C:20](=[CH:21][CH:22]=[C:6](/[CH:5]=[CH:4]/[C:3]([OH:24])=[O:2])[CH:7]=3)[O:19]2)[CH2:12]1)(=[O:18])[CH3:17]. Reported procedure: (±)-(E)-3-[1′-Acetyl-4-oxo-spiro(chromane-2,3′-pyrrolidine)-6-yl]-acrylic acid methyl ester (240 mg, 0.73 mmol) was hydrolyzed with HCl and AcOH following the procedure described in Example 1, Step A, giving (±)-(E)-3-[1′acetyl-4-oxo-spiro(chromane-2,3′-pyrrolidine)-6-yl]-acrylic acid as a white solid (135.5 mg, 0.43 mmol, 59%). The acid was treated with NH2OTHP according to the procedure described in Example 1, Step C, giving (E)-3-[1′-acetyl-4-oxo-spiro(chromane-2,3′-pyrrolidine)-6-yl]-N-(tetr... The product is CC=1C=C(C(=O)Cl)C=CC1N1CCN(CCC1)C (3-methyl-4-(4-N-methyl-[1,4]diazepan-1-yl)-benzoic acid chloride). RXN SMILES: [CH3:1][C:2]1[CH:3]=[C:4]([CH:8]=[CH:9][C:10]=1[N:11]1[CH2:17][CH2:16][CH2:15][N:14]([CH3:18])[CH2:13][CH2:12]1)[C:5](O)=[O:6].S(Cl)([Cl:21])=O>>[CH3:1][C:2]1[CH:3]=[C:4]([CH:8]=[CH:9][C:10]=1[N:11]1[CH2:17][CH2:16][CH2:15][N:14]([CH3:18])[CH2:13][CH2:12]1)[C:5]([Cl:21])=[O:6]. Reported procedure: Prepared analogously to Example 29a from 3-methyl-4-(4-N-methyl-[1,4]diazepan-1-yl)-benzoic acid and thionyl chloride. Starting materials: CC=1C=C(C(=O)O)C=CC1N1CCN(CCC1)C (3-methyl-4-(4-N-methyl-[1,4]diazepan-1-yl)-benzoic acid), S(=O)(Cl)Cl (thionyl chloride). As a reaction SMILES: [CH3:1][C:2]1([CH3:33])[C:11]2[CH:10]=[C:9]([Se:12][C:13]#[C:14][C:15]3[CH:24]=[CH:23][C:18]([C:19]([O:21]C)=[O:20])=[C:17]([F:25])[CH:16]=3)[CH:8]=[CH:7][C:6]=2[C:5]([C:26]2[CH:31]=[CH:30][C:29]([CH3:32])=[CH:28][CH:27]=2)=[CH:4][CH2:3]1.[OH-].[Na+]>>[CH3:1][C:2]1([CH3:33])[C:11]2[CH:10]=[C:9]([Se:12][C:13]#[C:14][C:15]3[CH:24]=[CH:23][C:18]([C:19]([OH:21])=[O:20])=[C:17]([F:25])[CH:16]=3)[CH:8]=[CH:7][C:6]=2[C:5]([C:26]2[CH:27]=[CH:28][C:29]([CH3:32])=[CH:30][CH:31]=2)=[CH:4][CH2:3]1 |f:1.2|. The product is CC1(CC=C(C=2C=CC(=CC12)[Se]C#CC1=CC(=C(C(=O)O)C=C1)F)C1=CC=C(C=C1)C)C (4-(8,8-Dimethyl-5-p-tolyl-7,8-dihydro-2-naphthylselanylethynyl)-2-fluorobenzoic acid). Reactants: CC1(CC=C(C=2C=CC(=CC12)[Se]C#CC1=CC(=C(C(=O)OC)C=C1)F)C1=CC=C(C=C1)C)C (methyl 4-(8,8-dimethyl-5-p-tolyl-7,8-dihydro-2-naphthylselanylethynyl)-2-fluorobenzoate), [OH-].[Na+] (sodium hydroxide). Reported procedure: In a manner similar to that of Example 7d, by reacting 1.28 g (2.5 mmol) of methyl 4-(8,8-dimethyl-5-p-tolyl-7,8-dihydro-2-naphthylselanylethynyl)-2-fluorobenzoate with 0.51 g (13 mmol) of sodium hydroxide, a yellow solid is obtained (0.77 g; yield=63%; m.p.=145° C.). The reactants are C(C)OC=1N(C(C=C(N1)C(C(F)(F)F)(F)F)=O)C1=C(C=C(C(=C1)O)Cl)F (2-ethoxy-1-(4-chloro-2-fluoro-5 -hydroxyphenyl) -4-pentafluoroethyl-6(1H)-pyrimidinone), C(C#C)Br (propargyl bromide), C([O-])([O-])=O.[Na+].[Na+] (sodium carbonate). Solvent: CC(=O)C (acetone). The product is C(C)OC=1N(C(C=C(N1)C(C(F)(F)F)(F)F)=O)C1=C(C=C(C(=C1)OCC#C)Cl)F (2-ethoxy-1-[4-chloro-2-fluoro-5 -(2-propynyloxy)-phenyl]-4-pentafluoroethyl-6(1H)-pyrimidinone). As a reaction SMILES: [CH2:1]([O:3][C:4]1[N:5]([C:18]2[CH:23]=[C:22]([OH:24])[C:21]([Cl:25])=[CH:20][C:19]=2[F:26])[C:6](=[O:17])[CH:7]=[C:8]([C:10]([F:16])([F:15])[C:11]([F:14])([F:13])[F:12])[N:9]=1)[CH3:2].[CH2:27](Br)[C:28]#[CH:29].C(=O)([O-])[O-].[Na+].[Na+]>CC(C)=O>[CH2:1]([O:3][C:4]1[N:5]([C:18]2[CH:23]=[C:22]([O:24][CH2:29][C:28]#[CH:27])[C:21]([Cl:25])=[CH:20][C:19]=2[F:26])[C:6](=[O:17])[CH:7]=[C:8]([C:10]([F:16])([F:15])[C:11]([F:12])([F:13])[F:14])[N:9]=1)[CH3:2] |f:2.3.4|. Procedure details: using 2-ethoxy-1-(4-chloro-2-fluoro-5 -hydroxyphenyl) -4-pentafluoroethyl-6(1H)-pyrimidinone and propargyl bromide with sodium carbonate in acetone there is obtained 2-ethoxy-1-[4-chloro-2-fluoro-5 -(2-propynyloxy)-phenyl]-4-pentafluoroethyl-6(1H)-pyrimidinone, 1H-NMR (CDCl3, 400 MHz): 7.35 ppm (d,1H), 6.98 ppm (d,1H), 6.65 ppm (s,1H), 4.77 ppm (m,2H), 4.48 ppm (m,2H), 2.57 ppm (t,1H), 1.29 ppm (t,3H); Starting materials: [Pd] (Pd), C1CC(OC1)N2C=C(C(=O)NC2=O)F (TS-1), tetraamine palladium nitrate. Solvent: O (water). Reaction conditions: time 4 hour. Yields the product [Pd].C1CC(OC1)N2C=C(C(=O)NC2=O)F (Pd TS-1). Reaction SMILES: [Pd:1].[CH2:2]1[CH2:6][O:5][CH:4]([N:7]2[C:13](=[O:14])[NH:12][C:10](=[O:11])[C:9]([F:15])=[CH:8]2)[CH2:3]1>O>[Pd:1].[CH2:2]1[CH2:6][O:5][CH:4]([N:7]2[C:13](=[O:14])[NH:12][C:10](=[O:11])[C:9]([F:15])=[CH:8]2)[CH2:3]1 |f:3.4|. Reported procedure: Pd was supported on TS-1 by suspending TS-1 (1.6% Ti, 20 grams) in deionized water (80 grams), in the presence of tetraamine palladium nitrate (5% Pd, 2.542 grams) at 80° C. for 24 hours. The solid was recovered by filtration under pressurized N2, washed with deionized water (150 mL, three times), dried under house vacuum at 50° C. overnight, and calcined at 150° C. for 4 hrs in 5% O2-95% N2 mixture. The resulting catalyst has 0.47 wt % Pd. Pd/TS-1 catalyst (2 grams) was then suspended in 75 wt ...